From a dataset of the Open Reaction Database (ORD), a public repository of structured organic reaction records. describe an organic reaction: reactants, conditions, products, and yield The reactants are CN1CCN(CC1)C1=CC2=C(C=NC=C2)C(C2=C1C=CC=C2)=C (6-(4-methylpiperazinyl)-11-methylenebenzo[5,6]cyclohepta[1,2-c]pyridine), [OH-].[Na+] (NaOH). The solvent is Cl (HCl). Reaction conditions: time 24 hour. Product: C=C1C2=C(C(CC3=C1C=NC=C3)=O)C=CC=C2 (11-methylenebenzo[5,6]cyclohepta[1,2-c]pyridin-6-one). As a reaction SMILES: CN1CCN([C:8]2[C:18]3[CH:19]=[CH:20][CH:21]=[CH:22][C:17]=3[C:16](=[CH2:23])[C:11]3[CH:12]=[N:13][CH:14]=[CH:15][C:10]=3[CH:9]=2)CC1.[OH-:24].[Na+]>Cl>[CH2:23]=[C:16]1[C:11]2[CH:12]=[N:13][CH:14]=[CH:15][C:10]=2[CH2:9][C:8](=[O:24])[C:18]2[CH:19]=[CH:20][CH:21]=[CH:22][C:17]1=2 |f:1.2|. Reported procedure: A mixture of the product from Step D (10.76 g.) and 3N HCl (150 ml.) is stirred at room temperature for approximately 24 hours. The dark brown solution is made alkaline by the addition of 20% NaOH solution and extracted with methylene chloride. The extracts are washed with H2O, saturated NaCl solution and dried (Na2SO4). Removal of the solvent in vacuo followed by trituration with petroleum ether (30°-60°) provides 6.2 g., m.p. 98°-110° C.